From a dataset of the Open Reaction Database (ORD), a public repository of structured organic reaction records. describe an organic reaction: reactants, conditions, products, and yield Starting materials: BrC1=CC(=CC(=C1)F)F (1-bromo-3,5-difluorobenzene), C[O-].[Na+] (sodium methoxide). Solvent: CN(C)C=O (DMF). Conditions: time 24 hour. Yields the product BrC1=CC(=CC(=C1)OC)F (1-Bromo-3-fluoro-5-methoxybenzene). Yield: 70.3%. Reaction SMILES: [Br:1][C:2]1[CH:7]=[C:6](F)[CH:5]=[C:4]([F:9])[CH:3]=1.[CH3:10][O-:11].[Na+]>CN(C=O)C>[Br:1][C:2]1[CH:7]=[C:6]([O:11][CH3:10])[CH:5]=[C:4]([F:9])[CH:3]=1 |f:1.2|. Procedure: To a solution of 1-bromo-3,5-difluorobenzene (10 g, 0.052 mol) in dry DMF (300 mL) cooled to 0-5° C. was added sodium methoxide (5.60 g, 0.1036 mol) and the reaction mixture was stirred at RT for 24 h. The reaction mixture was extracted with ethyl acetate three times. The organic layer was washed with brine, dried over Na2SO4 and evaporated to dryness to give the title compound (7.5 g, 71%). The reactants are F[B-](F)(F)F, CCCCC(N)(CCCC)C(=O)O, ClCCl, O=C(O)CNC(=O)COc1ccc(C2C(SCC(=O)c3ccc(F)cc3)C(=O)N2c2ccc(F)cc2)cc1, CN(C)C(On1nnc2ccccc21)=[N+](C)C. Product: CCCCC(CCCC)(NC(=O)CNC(=O)COc1ccc(C2C(SCC(=O)c3ccc(F)cc3)C(=O)N2c2ccc(F)cc2)cc1)C(=O)O. As a reaction SMILES: [B-:39]([F:40])([F:41])([F:42])[F:43].[CH2:61]([CH2:62][CH2:63][CH3:64])[C:65]([NH2:66])([CH2:67][CH2:68][CH2:69][CH3:70])[C:71](=[O:72])[OH:73].[Cl:74][CH2:75][Cl:76].[F:1][c:2]1[cH:3][cH:4][c:5]([N:8]2[CH:9]([c:24]3[cH:25][cH:26][c:27]([O:28][CH2:29][C:30](=[O:31])[NH:32][CH2:33][C:34](=[O:35])[OH:36])[cH:37][cH:38]3)[CH:10]([S:13][CH2:14][C:15](=[O:16])[c:17]3[cH:18][cH:19][c:20]([F:23])[cH:21][cH:22]3)[C:11]2=[O:12])[cH:6][cH:7]1.[n:44]1([O:45][C:46]([N:47]([CH3:48])[CH3:49])=[N+:50]([CH3:51])[CH3:52])[c:53]2[cH:54][cH:55][cH:56][cH:57][c:58]2[n:59][n:60]1>>[F:1][c:2]1[cH:3][cH:4][c:5]([N:8]2[CH:9]([c:24]3[cH:25][cH:26][c:27]([O:28][CH2:29][C:30](=[O:31])[NH:32][CH2:33][C:34](=[O:35])[NH:66][C:65]([CH2:61][CH2:62][CH2:63][CH3:64])([CH2:67][CH2:68][CH2:69][CH3:70])[C:71](=[O:72])[OH:73])[cH:37][cH:38]3)[CH:10]([S:13][CH2:14][C:15](=[O:16])[c:17]3[cH:18][cH:19][c:20]([F:23])[cH:21][cH:22]3)[C:11]2=[O:12])[cH:6][cH:7]1.